The task is: describe an organic reaction: reactants, conditions, products, and yield. This data is from the Open Reaction Database (ORD), a public repository of structured organic reaction records. The reactants are C(C1=CC=CC=C1)OC1=C(C=C(C=C1)CC(=O)N1CC2=C(CC1)C=CO2)OC (2-(4-benzyloxy-3-methoxyphenyl)-1-(5,7-dihydro-4H-furo[2,3-c]pyridin-6-yl)ethan-1-one), CNC (dimethylamine), C=O (formaldehyde). The solvent is C(C)(=O)O (acetic acid). Reaction conditions: temperature 100 celsius, time 40 minute. Yields the product C(C1=CC=CC=C1)OC1=C(C=C(C=C1)CC(=O)N1CC2=C(CC1)C=C(O2)CN(C)C)OC (2-(4-benzyloxy-3-methoxyphenyl)-1-(2-dimethylaminomethyl-5,7-dihydro-4H-furo[2,3-c]pyridin-6-yl)ethan-1-one). RXN SMILES: [CH2:1]([O:8][C:9]1[CH:14]=[CH:13][C:12]([CH2:15][C:16]([N:18]2[CH2:23][CH2:22][C:21]3[CH:24]=[CH:25][O:26][C:20]=3[CH2:19]2)=[O:17])=[CH:11][C:10]=1[O:27][CH3:28])[C:2]1[CH:7]=[CH:6][CH:5]=[CH:4][CH:3]=1.[CH3:29][NH:30][CH3:31].[CH2:32]=O>C(O)(=O)C>[CH2:1]([O:8][C:9]1[CH:14]=[CH:13][C:12]([CH2:15][C:16]([N:18]2[CH2:23][CH2:22][C:21]3[CH:24]=[C:25]([CH2:29][N:30]([CH3:32])[CH3:31])[O:26][C:20]=3[CH2:19]2)=[O:17])=[CH:11][C:10]=1[O:27][CH3:28])[C:2]1[CH:3]=[CH:4][CH:5]=[CH:6][CH:7]=1. Reported procedure: To a solution of 0.290 g (0.768 mmol) of 2-(4-benzyloxy-3-methoxyphenyl)-1-(5,7-dihydro-4H-furo[2,3-c]pyridin-6-yl)ethan-1-one in 20 ml of acetic acid, 0.104 ml (1.15 mmol) of 50% aqueous dimethylamine and 0.094 ml (1.15 mmol) of 37% aqueous formaldehyde were added, followed by stirring at 100° C. for 40 minutes. After the solvent was distilled off under reduced pressure, the residual solution was alkalified with 5% aqueous sodium hydrogen carbonate and extracted with dichloromethane 2 times. Th... Reactants: 6.2, C(C)OC1N(C2=CC=CC=C2C=C1)C(=O)OCC (ethyl 2-ethoxy-1,2-dihydroquinoline-1-carboxylate), C(=O)(OC(C)(C)C)N1[C@@H](C(=O)O)CC(C1)=O (Boc-4-keto-D-proline), NC1=CC=C(C=C1)N1C(C=CC=C1)=O (1-(4-aminophenyl)-1H-pyridin-2-one), COC(C)(C)C (tert-butyl methyl ether). The solvent is C1(=CC=CC=C1)C (toluene). Conditions: time 18 hour. The product is O=C1C[C@@H](N(C1)C(=O)OC(C)(C)C)C(NC1=CC=C(C=C1)N1C(C=CC=C1)=O)=O (tert-butyl (R)-4-oxo-2-[4-(2-oxo-2H-pyridin-1-yl)phenylcarbamoyl]pyrrolidine-1-carboxylate). As a reaction SMILES: C(OC1C=CC2C(=CC=CC=2)N1C(OCC)=O)C.[C:19]([N:26]1[CH2:33][C:32](=[O:34])[CH2:31][C@@H:27]1[C:28]([OH:30])=O)([O:21][C:22]([CH3:25])([CH3:24])[CH3:23])=[O:20].[NH2:35][C:36]1[CH:41]=[CH:40][C:39]([N:42]2[CH:47]=[CH:46][CH:45]=[CH:44][C:43]2=[O:48])=[CH:38][CH:37]=1.COC(C)(C)C>C1(C)C=CC=CC=1>[O:34]=[C:32]1[CH2:33][N:26]([C:19]([O:21][C:22]([CH3:23])([CH3:24])[CH3:25])=[O:20])[C@@H:27]([C:28](=[O:30])[NH:35][C:36]2[CH:41]=[CH:40][C:39]([N:42]3[CH:47]=[CH:46][CH:45]=[CH:44][C:43]3=[O:48])=[CH:38][CH:37]=2)[CH2:31]1. Reported procedure: 6.2 742 mg (3.00 mmol) of ethyl 2-ethoxy-1,2-dihydroquinoline-1-carboxylate (EEDQ) are added to a suspension of 459 mg (2.00 mmol) of Boc-4-keto-D-proline and 372 mg (2.00 mmol) of 1-(4-aminophenyl)-1H-pyridin-2-one in 25 ml of toluene, and the mixture is stirred at room temperature for 18 hours. 200 ml of tert-butyl methyl ether are added, and the precipitate formed is filtered off. 200 ml of petroleum ether are added to the filtrate, and the resultant precipitate is filtered off, giving tert-b... The reactants are O=C1c2ccccc2C(=O)N1CCCCBr, O=C([O-])[O-], Fc1ccc(-c2c[nH]cn2)cn1, [K+], [K+], CN(C)C=O. The product is O=C1c2ccccc2C(=O)N1CCCCCn1cnc(-c2ccc(F)nc2)c1. RXN SMILES: [Br:19][CH2:20][CH2:21][CH2:22][CH2:23][N:24]1[C:25](=[O:34])[c:26]2[c:27]([cH:30][cH:31][cH:32][cH:33]2)[C:28]1=[O:29].[C:13](=[O:14])([O-:15])[O-:16].[F:1][c:2]1[n:3][cH:4][c:5](-[c:8]2[n:9][cH:10][nH:11][cH:12]2)[cH:6][cH:7]1.[K+:17].[K+:18].[O:35]=[CH:36][N:37]([CH3:38])[CH3:39]>>[F:1][c:2]1[n:3][cH:4][c:5](-[c:8]2[n:9][cH:10][n:11]([CH2:13][CH2:20][CH2:21][CH2:22][CH2:23][N:24]3[C:25](=[O:34])[c:26]4[c:27]([cH:30][cH:31][cH:32][cH:33]4)[C:28]3=[O:29])[cH:12]2)[cH:6][cH:7]1. Reactants: ClC1=NC=C(C(=N1)NC1=CC=C(C=C1)OCC)F (2-chloro-N4-(4-ethoxyphenyl)-5-fluoro-4-pyrimidineamine), COC=1C=C(N)C=CC1OC (3,4-dimethoxyaniline). Yields the product COC=1C=C(C=CC1OC)NC1=NC=C(C(=N1)NC1=CC=C(C=C1)OCC)F (N2-(3,4-dimethoxyphenyl)-N4-(4-ethoxyphenyl)-5-fluoro-2,4-pyrimidinediamine). Reaction SMILES: Cl[C:2]1[N:7]=[C:6]([NH:8][C:9]2[CH:14]=[CH:13][C:12]([O:15][CH2:16][CH3:17])=[CH:11][CH:10]=2)[C:5]([F:18])=[CH:4][N:3]=1.[CH3:19][O:20][C:21]1[CH:22]=[C:23]([CH:25]=[CH:26][C:27]=1[O:28][CH3:29])[NH2:24]>>[CH3:19][O:20][C:21]1[CH:22]=[C:23]([NH:24][C:2]2[N:7]=[C:6]([NH:8][C:9]3[CH:14]=[CH:13][C:12]([O:15][CH2:16][CH3:17])=[CH:11][CH:10]=3)[C:5]([F:18])=[CH:4][N:3]=2)[CH:25]=[CH:26][C:27]=1[O:28][CH3:29]. Procedure: In like manner to the preparation of N4-(3,4-ethylenedioxyphenyl)-5-fluoro-N2-(3-hydroxyphenyl)-2,4-pyrimidinediamine, the reaction of 2-chloro-N4-(4-ethoxyphenyl)-5-fluoro-4-pyrimidineamine with 3,4-dimethoxyaniline gave N2-(3,4-dimethoxyphenyl)-N4-(4-ethoxyphenyl)-5-fluoro-2,4-pyrimidinediamine. 1H NMR (CDCl3): δ 7.89 (d, 1H, J=3 Hz), 7.45 (bd, 2H, J=9 Hz), 7.20 (d, 1H, J=2.4 Hz), 6.96–6.77 (m, 5H), 6.63 (bs, 1H), 4.03 (q, 2H, J=7.2 Hz), 3.86 (s, 3H), 3.72 (s, 3H), 1.42 (t, 3H, J=7.2 Hz); 19F ... The reactants are NCCCN(S(=O)(=O)C)CC1=CC(=CC=C1)C1=NC(=NC=C1)NCCC1=CC=C(C=C1)O (N-(3-Amino-propyl)-N-(3-{2-[2-(4-hydroxy-phenyl)-ethylamino]-pyrimidin-4-yl}-benzyl)-methanesulfonamide), CC1=C(C(=O)O)C=CC=C1 (2-methylbenzoic acid), 574. Product: OC1=CC=C(C=C1)CCNC1=NC=CC(=N1)C=1C=C(CN(CCCNC(C2=C(C=CC=C2)C)=O)S(=O)(=O)C)C=CC1 (N-{3-[(3-{2-[2-(4-Hydroxy-phenyl)-ethylamino]-pyrimidin-4-yl}-benzyl)-methanesulfonyl-amino]-propyl}-2-methyl-benzamide). Reaction SMILES: [NH2:1][CH2:2][CH2:3][CH2:4][N:5]([CH2:10][C:11]1[CH:16]=[CH:15][CH:14]=[C:13]([C:17]2[CH:22]=[CH:21][N:20]=[C:19]([NH:23][CH2:24][CH2:25][C:26]3[CH:31]=[CH:30][C:29]([OH:32])=[CH:28][CH:27]=3)[N:18]=2)[CH:12]=1)[S:6]([CH3:9])(=[O:8])=[O:7].[CH3:33][C:34]1[CH:42]=[CH:41][CH:40]=[CH:39][C:35]=1[C:36](O)=[O:37]>>[OH:32][C:29]1[CH:28]=[CH:27][C:26]([CH2:25][CH2:24][NH:23][C:19]2[N:18]=[C:17]([C:13]3[CH:12]=[C:11]([CH:16]=[CH:15][CH:14]=3)[CH2:10][N:5]([S:6]([CH3:9])(=[O:8])=[O:7])[CH2:4][CH2:3][CH2:2][NH:1][C:36](=[O:37])[C:35]3[CH:39]=[CH:40][CH:41]=[CH:42][C:34]=3[CH3:33])[CH:22]=[CH:21][N:20]=2)=[CH:31][CH:30]=1. Procedure details: Compound 2 was coupled with 2-methylbenzoic acid by procedure K. LC-MS showed the product had the expected M+H+ of 574. 1H NMR (Varian 300 MHz, CD3OD, shifts relative to the solvent peak at 3.3 ppm) δ 8.3 (d, 1H) 8.2 (s, 1H) 8.0 (d, 1H) 7.6 (m, 2H) 7.3 (m, 7H), 6.8 (d, 2H), 4.4 (s, 2H), 3.7 (t, 2H), 3.3 (d, 2H), 3.2 (d, 2H) 2.84 (s, 3H), 2.3 (s, 3H), 1.8 (m, 2H). Starting materials: C(C)(=O)OCC (ethyl acetate), [NH4+].[Cl-] (NH4Cl), [H-].[Al+3].[Li+].[H-].[H-].[H-] (Lithium aluminium hydride), ice, C(C)OC(CC=1N=C(SC1C)C1=CC=C(C=C1)S(F)(F)(F)(F)F)=O ([5-Methyl-2-(4-pentafluorosulfanyl-phenyl)-thiazol-4-yl]-acetic acid ethyl ester). The solvent is O1CCCC1 (tetrahydrofuran), O1CCCC1 (tetrahydrofuran). Conditions: time 1 hour. Product: CC1=C(N=C(S1)C1=CC=C(C=C1)S(F)(F)(F)(F)F)CCO (2-[5-methyl-2-(4-pentafluorosulfanyl-phenyl)-thiazol-4-yl]-ethanol). Isolated yield 35.9%. As a reaction SMILES: [H-].[Al+3].[Li+].[H-].[H-].[H-].C([O:9][C:10](=O)[CH2:11][C:12]1[N:13]=[C:14]([C:18]2[CH:23]=[CH:22][C:21]([S:24]([F:29])([F:28])([F:27])([F:26])[F:25])=[CH:20][CH:19]=2)[S:15][C:16]=1[CH3:17])C.C(OCC)(=O)C.[NH4+].[Cl-]>O1CCCC1>[CH3:17][C:16]1[S:15][C:14]([C:18]2[CH:23]=[CH:22][C:21]([S:24]([F:29])([F:27])([F:25])([F:26])[F:28])=[CH:20][CH:19]=2)=[N:13][C:12]=1[CH2:11][CH2:10][OH:9] |f:0.1.2.3.4.5,8.9|. Reported procedure: 458 mg Lithium aluminium hydride were suspended in 100 ml dry tetrahydrofuran and cooled in an ice bath. To this ice cooled suspension were added 4.5 g [5-Methyl-2-(4-pentafluorosulfanyl-phenyl)-thiazol-4-yl]-acetic acid ethyl ester, dissolved in 50 ml tetrahydrofuran. The reaction mixture was stirred for one hour. Then 300 ml ethyl acetate and 20 ml saturated NH4Cl solution were added. The organic layer was separated. The aqueous phase was extracted three times with portions of 50 ml ethyl acet... Starting materials: C1CCOC1, CCCCCC, NCc1ccc(C(F)(F)F)cc1, O=C=Nc1cccc2[nH]ccc12. Yields the product O=C(NCc1ccc(C(F)(F)F)cc1)Nc1cccc2[nH]ccc12. Reaction SMILES: [CH2:31]1[O:32][CH2:33][CH2:34][CH2:35]1.[CH3:25][CH2:26][CH2:27][CH2:28][CH2:29][CH3:30].[F:13][C:14]([c:15]1[cH:16][cH:17][c:18]([CH2:19][NH2:20])[cH:21][cH:22]1)([F:23])[F:24].[N:1](=[C:2]=[O:3])[c:4]1[c:5]2[cH:6][cH:7][nH:8][c:9]2[cH:10][cH:11][cH:12]1>>[NH:1]([C:2](=[O:3])[NH:20][CH2:19][c:18]1[cH:17][cH:16][c:15]([C:14]([F:13])([F:23])[F:24])[cH:22][cH:21]1)[c:4]1[c:5]2[cH:6][cH:7][nH:8][c:9]2[cH:10][cH:11][cH:12]1. Starting materials: COC(=O)CCCCCCCCCCBr, CCCC[N+](CCCC)(CCCC)CCCC, CN(C)C=O, [I-], [N-]=[N+]=[N-], [Na+], O. The product is COC(=O)CCCCCCCCCCN=[N+]=[N-]. RXN SMILES: [Br:5][CH2:6][CH2:7][CH2:8][CH2:9][CH2:10][CH2:11][CH2:12][CH2:13][CH2:14][CH2:15][C:16](=[O:17])[O:18][CH3:19].[CH2:21]([N+:22]([CH2:23][CH2:24][CH2:25][CH3:26])([CH2:27][CH2:28][CH2:29][CH3:30])[CH2:31][CH2:32][CH2:33][CH3:34])[CH2:35][CH2:36][CH3:37].[CH3:38][N:39]([CH3:40])[CH:41]=[O:42].[I-:20].[N-:2]=[N+:3]=[N-:4].[Na+:1].[OH2:43]>>[N:2](=[N+:3]=[N-:4])[CH2:6][CH2:7][CH2:8][CH2:9][CH2:10][CH2:11][CH2:12][CH2:13][CH2:14][CH2:15][C:16](=[O:17])[O:18][CH3:19].